From a dataset of the Open Reaction Database (ORD), a public repository of structured organic reaction records. describe an organic reaction: reactants, conditions, products, and yield Reactants: 23, OCCCN1C(NC2=C1C=CC(=C2)C(F)(F)F)=O (1,3-dihydro-1-(3-hydroxypropyl)-5-(trifluoromethyl)-2H-benzimidazol-2-one), S(=O)(Cl)Cl (sulfinyl chloride). Solvent: ClC(Cl)Cl (trichloromethane). Conditions: time 1 hour. Product: 14, ClCCCN1C(NC2=C1C=CC(=C2)C(F)(F)F)=O (1-(3-chloropropyl)-1,3-dihydro-5-(trifluoromethyl)-2H-benzimidazol-2-one). Yield: 56.0%. Reaction SMILES: O[CH2:2][CH2:3][CH2:4][N:5]1[C:9]2[CH:10]=[CH:11][C:12]([C:14]([F:17])([F:16])[F:15])=[CH:13][C:8]=2[NH:7][C:6]1=[O:18].S(Cl)([Cl:21])=O>ClC(Cl)Cl>[Cl:21][CH2:2][CH2:3][CH2:4][N:5]1[C:9]2[CH:10]=[CH:11][C:12]([C:14]([F:17])([F:16])[F:15])=[CH:13][C:8]=2[NH:7][C:6]1=[O:18]. Reported procedure: To a stirred mixture of 23 parts of 1,3-dihydro-1-(3-hydroxypropyl)-5-(trifluoromethyl)-2H-benzimidazol-2-one in 150 parts of trichloromethane are added dropwise 32 parts of sulfinyl chloride. Upon completion, the whole is heated to reflux and stirring is continued for 1 hour at reflux temperature. After cooling, the reaction mixture is evaporated and the residue is crystallized from 2,2'-oxybispropane, yielding 14 parts (56%) of 1-(3-chloropropyl)-1,3-dihydro-5-(trifluoromethyl)-2H-benzimidazol... The reactants are NC1=CC=C(C=C1)SC1=C/C(/NC2=CC=CC=C12)=C/1\C(=NNC1=O)CCC ((Z)-4-(4-(4-aminophenylthio)quinolin-2(1H)-ylidene)-3-propyl-1H-pyrazol-5(4H)-one), CN1[C@H](CCC1)C(=O)Cl ((R)-1-methylpyrrolidine-2-carbonyl chloride), C27H29N5O2S. The solvent is C1CCOC1 (THF). Product: CN1[C@H](CCC1)C(=O)NC1=CC=C(C=C1)SC1=C/C(/NC2=CC=CC=C12)=C/1\C(=NNC1=O)CCC ((R,Z)-1-methyl-N-(4-(2-(5-oxo-3-propyl-1H-pyrazol-4(5H)-ylidene)-1,2-dihydroquinolin-4-ylthio)phenyl)pyrrolidine-2-carboxamide). Reaction SMILES: [NH2:1][C:2]1[CH:7]=[CH:6][C:5]([S:8][C:9]2[C:18]3[C:13](=[CH:14][CH:15]=[CH:16][CH:17]=3)[NH:12]/[C:11](=[C:19]3/[C:20]([CH2:25][CH2:26][CH3:27])=[N:21][NH:22][C:23]/3=[O:24])/[CH:10]=2)=[CH:4][CH:3]=1.[CH3:28][N:29]1[CH2:33][CH2:32][CH2:31][C@@H:30]1[C:34](Cl)=[O:35]>C1COCC1>[CH3:28][N:29]1[CH2:33][CH2:32][CH2:31][C@@H:30]1[C:34]([NH:1][C:2]1[CH:3]=[CH:4][C:5]([S:8][C:9]2[C:18]3[C:13](=[CH:14][CH:15]=[CH:16][CH:17]=3)[NH:12]/[C:11](=[C:19]3/[C:20]([CH2:25][CH2:26][CH3:27])=[N:21][NH:22][C:23]/3=[O:24])/[CH:10]=2)=[CH:6][CH:7]=1)=[O:35]. Procedure: The title compound was synthesized using (Z)-4-(4-(4-aminophenylthio)quinolin-2(1H)-ylidene)-3-propyl-1H-pyrazol-5(4H)-one and (R)-1-methylpyrrolidine-2-carbonyl chloride in THF according to the procedure described in the synthesis of Example 26. 1H NMR (400 MHz, DMSO-d6) δ ppm 0.71 (t, J=7.33 Hz, 3H) 1.30-1.40 (m, J=7.45, 7.45, 7.45, 7.45 Hz, 2H) 1.94-2.04 (m, 2H) 2.10-2.23 (m, 3H) 2.60-2.63 (m, 1H) 2.91 (s, 3H) 3.24-3.27 (m, 1H) 4.21-4.30 (m, 1H) 6.79 (s, 1H) 7.57 (t, J=7.71 Hz, 1H) 7.75-7.83 ... Starting materials: C(C1=CC=CC=C1)N1CC(OCC1)C1=CC=C(C=C1)Br (4-benzyl-2-(4-bromo-phenyl)-morpholine), C(CCC)[Li] (n-butyl lithium), CON(C(C1=CC(=CC=C1)C(F)(F)F)=O)C (N-Methoxy-N-methyl-3-trifluoromethyl-benzamide). Solvent: C1CCOC1 (THF). Conditions: temperature -78 celsius, time 20 minute. The product is C(C1=CC=CC=C1)N1CC(OCC1)C1=CC=C(C=C1)C(=O)C1=CC(=CC=C1)C(F)(F)F ([4-(4-benzyl-morpholin-2-yl)-phenyl]-(3-trifluoromethyl-phenyl)-methanone). Isolated yield 34.6%. RXN SMILES: [CH2:1]([N:8]1[CH2:13][CH2:12][O:11][CH:10]([C:14]2[CH:19]=[CH:18][C:17](Br)=[CH:16][CH:15]=2)[CH2:9]1)[C:2]1[CH:7]=[CH:6][CH:5]=[CH:4][CH:3]=1.C([Li])CCC.CON(C)[C:29](=[O:40])[C:30]1[CH:35]=[CH:34][CH:33]=[C:32]([C:36]([F:39])([F:38])[F:37])[CH:31]=1>C1COCC1>[CH2:1]([N:8]1[CH2:13][CH2:12][O:11][CH:10]([C:14]2[CH:19]=[CH:18][C:17]([C:29]([C:30]3[CH:35]=[CH:34][CH:33]=[C:32]([C:36]([F:37])([F:38])[F:39])[CH:31]=3)=[O:40])=[CH:16][CH:15]=2)[CH2:9]1)[C:2]1[CH:7]=[CH:6][CH:5]=[CH:4][CH:3]=1. Procedure: To a solution of 4-benzyl-2-(4-bromo-phenyl)-morpholine (1.89 g, 5.7 mmol) in THF (30 mL), at −78° C., was added dropwise n-butyl lithium (2.85 mL; 2.5 mol/l in hexanes; 7.1 mmol). The mixture was stirred for 20 min. at −78° C., and subsequently N-Methoxy-N-methyl-3-trifluoromethyl-benzamide (2.66 g, 11.4 mmol) was added. The mixture was allowed to warm to RT and stirred overnight. The resulting mixture was partitioned between an aqueous saturated NH4Cl solution and EtOAc. The layers were separa...